This data is from the Open Reaction Database (ORD), a public repository of structured organic reaction records. The task is: describe an organic reaction: reactants, conditions, products, and yield Reactants: ClC1=NC=CC(N1)(C(=O)OC)N1CCC(CC1)NC(=O)C=1NC(=C(C1Cl)Cl)C (Methyl 2-chloro-4-(4-{[(3,4-dichloro-5-methyl-1H-pyrrol-2-yl)carbonyl]amino}piperidin-1-yl)pyrimidine-4-carboxylate), SCCO (2-mercaptoethanol), C([O-])([O-])=O.[K+].[K+] (potassium carbonate). Run in CN(C)C=O (DMF), CCOC(=O)C (EtOAc), Cl (HCl). Conditions: temperature 65 celsius, time 3 hour. Product: ClC1=C(NC(=C1Cl)C)C(=O)NC1CCN(CC1)C1=CC(=NC(=N1)SCCO)C(=O)O (6-(4-{[(3,4-Dichloro-5-methyl-1H-pyrrol-2-yl)carbonyl]amino}piperidin-1-yl)-2-[(2-hydroxyethyl)thio]pyrimidine-4-carboxylic acid). The yield is 24.2%. As a reaction SMILES: Cl[C:2]1[NH:7][C:6]([N:12]2[CH2:17][CH2:16][CH:15]([NH:18][C:19]([C:21]3[NH:22][C:23]([CH3:28])=[C:24]([Cl:27])[C:25]=3[Cl:26])=[O:20])[CH2:14][CH2:13]2)(C(OC)=O)[CH:5]=[CH:4][N:3]=1.[SH:29][CH2:30][CH2:31][OH:32].[C:33](=O)([O-:35])[O-:34].[K+].[K+]>CN(C=O)C.CCOC(C)=O.Cl>[Cl:26][C:25]1[C:24]([Cl:27])=[C:23]([CH3:28])[NH:22][C:21]=1[C:19]([NH:18][CH:15]1[CH2:14][CH2:13][N:12]([C:6]2[N:7]=[C:2]([S:29][CH2:30][CH2:31][OH:32])[N:3]=[C:4]([C:33]([OH:35])=[O:34])[CH:5]=2)[CH2:17][CH2:16]1)=[O:20] |f:2.3.4|. Reported procedure: A suspension of methyl 2-chloro-6-(4-{[(3,4-dichloro-5-methyl-1H-pyrrol-2-yl)carbonyl]amino}piperidin-1-yl)pyrimidine-4-carboxylate (Example 6, 150 mg, 0.34 mmol), 2-mercaptoethanol (31 mg, 0.40 mmol) and potassium carbonate (139 mg, 1.01 mmol) in DMF (3 ml) were stirred at 65° C. under nitrogen for 3 hours. The mixture was cooled to room temperature and diluted with EtOAc (75 ml) and 1 N HCl (3 ml). The organic layer was separated, dried over Na2SO4, filtered and concentrated under vacuum. Puri... Reactants: C1(=CC=C(C=C1)C=1N=C(NC1)CNC)C1=CC=CC=C1 ((4-[1,1′-biphenyl]-4-yl-1H-imidazol-2-yl)-N-methylmethanamine), O (water), C([O-])([O-])=O.[K+].[K+] (Potassium carbonate), C(C1=CC=CC=C1)Br (benzyl bromide). Solvent: CN(C=O)C (dimethylformamide). Conditions: time 48 hour. The product is C(C1=CC=CC=C1)N(CC=1NC=C(N1)C1=CC=C(C=C1)C1=CC=CC=C1)C (N-benzyl(4-[1,1′-biphenyl]-4-yl-1H-imidazol-2-yl)-N-methylmethanamine). Yield: 16.0%. Reaction SMILES: [C:1]1([C:15]2[CH:20]=[CH:19][CH:18]=[CH:17][CH:16]=2)[CH:6]=[CH:5][C:4]([C:7]2[N:8]=[C:9]([CH2:12][NH:13][CH3:14])[NH:10][CH:11]=2)=[CH:3][CH:2]=1.C(=O)([O-])[O-].[K+].[K+].[CH2:27](Br)[C:28]1[CH:33]=[CH:32][CH:31]=[CH:30][CH:29]=1.O>CN(C)C=O>[CH2:27]([N:13]([CH3:14])[CH2:12][C:9]1[NH:10][CH:11]=[C:7]([C:4]2[CH:5]=[CH:6][C:1]([C:15]3[CH:16]=[CH:17][CH:18]=[CH:19][CH:20]=3)=[CH:2][CH:3]=2)[N:8]=1)[C:28]1[CH:33]=[CH:32][CH:31]=[CH:30][CH:29]=1 |f:1.2.3|. Procedure: (4-[1,1′-biphenyl]-4-yl-1H-imidazol-2-yl)-N-methylmethanamine (1 g; 0.003 mol; prepared under experimental conditions similar to those previously and using suitable starting reagents and reaction products) is diluted in 20 ml of dimethylformamide. Potassium carbonate (1.23 g; 0.009 mol) is added at 23° C. then benzyl bromide (0.34 ml; 0.003 mol) is added fairly slowly. The reaction mixture is stirred at this temperature for 48 hours then poured in ice-cooled water. The mixture is extracted with ... Reactants: OCC(O)CO (glycerol), ( 10 ), O=O (oxygen). Run in O (water), O (water). Yields the product ( 14 ), O=O (oxygen), C(=O)C=C (acrolein), C(C)=O (acetaldehyde), C(=O)=O (CO2). Yield: 1.1%. Reaction SMILES: [OH:1][CH2:2][CH:3]([CH2:5][OH:6])O.[O:7]=[O:8]>O>[O:7]=[O:8].[CH:2]([CH:3]=[CH2:5])=[O:1].[CH:2](=[O:1])[CH3:3].[C:5](=[O:6])=[O:7]. Reported procedure: A gas stream at 331° C. under 2.0 bar (50.3 t/h, 34.5% glycerol, 34.5% water, 23.7% nitrogen, 7.2% oxygen) is sent to a multitube fixed bed reactor (10) containing a heterogeneous dehydration catalyst coupled with a molten salt bath. A gas stream (14) leaves this reactor at 320° C. under 1.7 bar (50.3 t/h, 47.9% water, 23.7% nitrogen, 5.0% oxygen, 16.4% acrolein, 1.6% acetaldehyde, 1.4% CO, 1.1% CO2). This stream is cooled to 151° C. in a heat exchanger (15) and sent to the bottom of an absorpti... The reactants are CC(=O)O, [Cl-], Cl, O=N[O-], [Na+], O=S=O, O, Cn1nnnc1-c1ccccc1NO, Cn1nnc(-c2ccccc2NO)n1. Yields the product Cn1nnnc1-c1ccccc1S(=O)(=O)Cl. As a reaction SMILES: [CH3:39][C:40](=[O:41])[OH:42].[Cl-:33].[ClH:37].[N:29]([O-:30])=[O:31].[Na+:32].[O:34]=[S:35]=[O:36].[OH2:38].[OH:15][NH:16][c:17]1[c:18](-[c:23]2[n:24][n:25][n:26][n:27]2[CH3:28])[cH:19][cH:20][cH:21][cH:22]1.[OH:1][NH:2][c:3]1[cH:4][cH:5][cH:6][cH:7][c:8]1-[c:9]1[n:10][n:11][n:12]([CH3:13])[n:14]1>>[c:17]1([S:35]([Cl:33])(=[O:34])=[O:36])[c:18](-[c:23]2[n:24][n:25][n:26][n:27]2[CH3:28])[cH:19][cH:20][cH:21][cH:22]1. Reactants: ClC1=NC=NC2=CC=C(C=C12)OCCOC (4-chloro-6-(2-methoxyethoxy)quinazoline), O1C=NC2=C1C=CC(=C2)OC2=C(C=C(C=C2)N)C (4-(benzo[d]oxazol-5-yloxy)-3-methylbenzenamine). Solvent: ClCCCl (DCE), C(C)(C)O (isopropanol). Conditions: temperature 80 celsius. Product: O1C=NC2=C1C=CC(=C2)OC2=C(C=C(C=C2)NC2=NC=NC1=CC=C(C=C21)OCCOC)C (N-(4-(benzo[d]oxazol-5-yloxy)-3-methylphenyl)-6-(2-methoxyethoxy)quinazolin-4-amine). Yield: 27.2%. RXN SMILES: Cl[C:2]1[C:11]2[C:6](=[CH:7][CH:8]=[C:9]([O:12][CH2:13][CH2:14][O:15][CH3:16])[CH:10]=2)[N:5]=[CH:4][N:3]=1.[O:17]1[C:21]2[CH:22]=[CH:23][C:24]([O:26][C:27]3[CH:32]=[CH:31][C:30]([NH2:33])=[CH:29][C:28]=3[CH3:34])=[CH:25][C:20]=2[N:19]=[CH:18]1>C(O)(C)C.ClCCCl>[O:17]1[C:21]2[CH:22]=[CH:23][C:24]([O:26][C:27]3[CH:32]=[CH:31][C:30]([NH:33][C:2]4[C:11]5[C:6](=[CH:7][CH:8]=[C:9]([O:12][CH2:13][CH2:14][O:15][CH3:16])[CH:10]=5)[N:5]=[CH:4][N:3]=4)=[CH:29][C:28]=3[CH3:34])=[CH:25][C:20]=2[N:19]=[CH:18]1. Procedure: To a solution of 4-chloro-6-(2-methoxyethoxy)quinazoline (0.199 g, 0.83 mmol) and 4-(benzo[d]oxazol-5-yloxy)-3-methylbenzenamine (0.200 g, 0.83 mmol) in isopropanol (2 mL) and DCE (2 mL). After heating to 80° C. for 12 hours, the mixture was concentrated under reduced pressure. The residue was partitioned between saturated NaHCO3 and EtOAc. The aqueous phase was extracted 2× with EtOAc, the combined organic phase was washed with brine, dried (Na2SO4), filtered and condensed. The residue was chro... The reactants are OCCNS(=O)(=O)C=1C=2C=CN=C(C2C=CC1)Cl (N-(2-hydroxyethyl)-1-chloro-5-isoquinolinesulfonamide), C1(=CC=C(C=C1)S(=O)(=O)Cl)C (p-toluenesulfonylchloride), ice water. Run in N1=CC=CC=C1 (pyridine). Conditions: time 24 hour. The product is C1(=CC=C(C=C1)S(=O)(=O)OCCNS(=O)(=O)C=1C=2C=CN=C(C2C=CC1)Cl)C (N-(2-paratoluenesulfonyloxyethyl)-1-chloro-5-isoquinolinesulfonamide). Yield: 74.9%. As a reaction SMILES: [OH:1][CH2:2][CH2:3][NH:4][S:5]([C:8]1[C:9]2[CH:10]=[CH:11][N:12]=[C:13]([Cl:18])[C:14]=2[CH:15]=[CH:16][CH:17]=1)(=[O:7])=[O:6].[C:19]1([CH3:29])[CH:24]=[CH:23][C:22]([S:25](Cl)(=[O:27])=[O:26])=[CH:21][CH:20]=1>N1C=CC=CC=1>[C:19]1([CH3:29])[CH:24]=[CH:23][C:22]([S:25]([O:1][CH2:2][CH2:3][NH:4][S:5]([C:8]2[C:9]3[CH:10]=[CH:11][N:12]=[C:13]([Cl:18])[C:14]=3[CH:15]=[CH:16][CH:17]=2)(=[O:6])=[O:7])(=[O:27])=[O:26])=[CH:21][CH:20]=1. Procedure: To 5.74 g of N-(2-hydroxyethyl)-1-chloro-5-isoquinolinesulfonamide was successively added 80 ml of pyridine and 7.62 g of p-toluenesulfonylchloride and the mixture was stirred at 15° to 20 ° C. for 24 hours. After completion of the reaction, the mixture was cooled with 200 g of ice water and the mixture was subjected to extraction with 200 ml of dichloromethane twice. The resultant dichloromethane layer was dried over anhydrous magnesium sulfate and the residue was subjected to purification by m... Procedure: To a solution of methyl 1H-pyrrolecarboxylate (4.00 g, 32.00 mmol) in dioxane was added anhydrous sodium acetate (4.92 g, 60.00 mmol) followed by a solution of bromine (32.00 mmol) in dioxane (150 mL) dropwise. After 4 hours, the solvent was concentrated in vacuo and the residue was poured into an ice cold solution of 5% aqueous sodium carbonate (100 mL) and extracted with ethyl acetate. The combined organic layers were washed with brine, dried over sodium sulfate and concentrated in vacuo. The ... Conditions: time 4 hour. Starting materials: O1CCOCC1 (dioxane), N1C(=CC=C1)C(=O)OC (methyl 1H-pyrrolecarboxylate), C(C)(=O)[O-].[Na+] (sodium acetate), O1CCOCC1 (dioxane), BrBr (bromine). Product: C(C)OC(=O)C1=CNC(=C1)Br (5-Bromo-1H-pyrrole-3-carboxylic acid ethyl ester). RXN SMILES: [NH:1]1[CH:5]=[CH:4][CH:3]=[C:2]1C(OC)=O.[C:10]([O-:13])(=[O:12])C.[Na+].[Br:15]Br.O1[CH2:22][CH2:21]OCC1>>[CH2:21]([O:13][C:10]([C:4]1[CH:3]=[C:2]([Br:15])[NH:1][CH:5]=1)=[O:12])[CH3:22] |f:1.2|.